Dataset: the Open Reaction Database (ORD), a public repository of structured organic reaction records. Task: describe an organic reaction: reactants, conditions, products, and yield Starting materials: COc1cc2nc[nH]c(=O)c2cc1OCCCN1CCOCC1, Cc1ccccc1, CN(C)C=O, O=S(Cl)Cl. Yields the product COc1cc2ncnc(Cl)c2cc1OCCCN1CCOCC1. Reaction SMILES: [CH3:1][O:2][c:3]1[c:4]([O:14][CH2:15][CH2:16][CH2:17][N:18]2[CH2:19][CH2:20][O:21][CH2:22][CH2:23]2)[cH:5][c:6]2[c:7](=[O:13])[nH:8][cH:9][n:10][c:11]2[cH:12]1.[CH3:24][c:25]1[cH:26][cH:27][cH:28][cH:29][cH:30]1.[O:35]=[CH:36][N:37]([CH3:38])[CH3:39].[S:31]([Cl:32])([Cl:33])=[O:34]>>[CH3:1][O:2][c:3]1[c:4]([O:14][CH2:15][CH2:16][CH2:17][N:18]2[CH2:19][CH2:20][O:21][CH2:22][CH2:23]2)[cH:5][c:6]2[c:7]([Cl:33])[n:8][cH:9][n:10][c:11]2[cH:12]1.